From a dataset of the Open Reaction Database (ORD), a public repository of structured organic reaction records. describe an organic reaction: reactants, conditions, products, and yield The reactants are COC(=O)c1c(OC)nc(C)c([N+](=O)[O-])c1C(=O)OC, CCOC(C)=O. The product is COC(=O)c1c(OC)nc(C)c(N)c1C(=O)OC. RXN SMILES: [CH3:1][O:2][C:3](=[O:4])[c:5]1[c:6]([O:19][CH3:20])[n:7][c:8]([CH3:18])[c:9]([N+:15]([O-:16])=[O:17])[c:10]1[C:11](=[O:12])[O:13][CH3:14].[CH3:21][CH2:22][O:23][C:24](=[O:25])[CH3:26]>>[CH3:1][O:2][C:3](=[O:4])[c:5]1[c:6]([O:19][CH3:20])[n:7][c:8]([CH3:18])[c:9]([NH2:15])[c:10]1[C:11](=[O:12])[O:13][CH3:14]. Yields the product FC1=CC=C(C=C1)C(CCCN1C(CN(CC1)CC(=O)NC1=C(C=C(C=C1C)C)C)C(=O)NC)C1=CC=C(C=C1)F (4-[4,4-bis(4-fluorophenyl)butyl]-3-[(methylamino)-carbonyl]-N-(2,4,6-trimethylphenyl)-1-piperazineacetamide). As a reaction SMILES: I[CH2:2][CH2:3][CH2:4][CH:5]([C:13]1[CH:18]=[CH:17][C:16]([F:19])=[CH:15][CH:14]=1)[C:6]1[CH:11]=[CH:10][C:9]([F:12])=[CH:8][CH:7]=1.[CH3:20][NH:21][C:22]([CH:24]1[NH:29][CH2:28][CH2:27][N:26]([CH2:30][C:31]([NH:33][C:34]2[C:39]([CH3:40])=[CH:38][C:37]([CH3:41])=[CH:36][C:35]=2[CH3:42])=[O:32])[CH2:25]1)=[O:23].C(=O)([O-])[O-].[Na+].[Na+]>CN(C=O)C>[F:12][C:9]1[CH:10]=[CH:11][C:6]([CH:5]([C:13]2[CH:18]=[CH:17][C:16]([F:19])=[CH:15][CH:14]=2)[CH2:4][CH2:3][CH2:2][N:29]2[CH2:28][CH2:27][N:26]([CH2:30][C:31]([NH:33][C:34]3[C:39]([CH3:40])=[CH:38][C:37]([CH3:41])=[CH:36][C:35]=3[CH3:42])=[O:32])[CH2:25][CH:24]2[C:22]([NH:21][CH3:20])=[O:23])=[CH:7][CH:8]=1 |f:2.3.4|. Run at temperature 70 celsius, time 18 hour. Reported procedure: A mixture of 6.7 g of 1,1′-(4-iodobutylidene)bis[4-fluorobenzene], 5.2 g of 3-[(methylamino)carbonyl]-N-(2,4,6-trimethylphenyl)-1-piperazineacetamide, 2.3 g sodium carbonate and 38 ml DMF is stirred for 18 hours at 70° C. The reaction mixture is cooled and poured onto ice-water. The product is extracted with DCM. The extract is washed with water, dried, filtered and evaporated. The residue is purified by column-chromatography over silica gel using a mixture of trichloromethane and methanol (95:5... The yield is 46.0%. Starting materials: ICCCC(C1=CC=C(C=C1)F)C1=CC=C(C=C1)F (1,1′-(4-iodobutylidene)bis[4-fluorobenzene]), CNC(=O)C1CN(CCN1)CC(=O)NC1=C(C=C(C=C1C)C)C (3-[(methylamino)carbonyl]-N-(2,4,6-trimethylphenyl)-1-piperazineacetamide), C([O-])([O-])=O.[Na+].[Na+] (sodium carbonate). The solvent is CN(C)C=O (DMF). Reactants: Cn1ccc(N)n1, CCOC(=O)c1cc(Oc2cnc(C(=O)N(C)C)nc2)c2cc(C)oc2c1. Yields the product Cc1cc2c(Oc3cnc(C(=O)N(C)C)nc3)cc(C(=O)Nc3ccn(C)n3)cc2o1. Reaction SMILES: [CH3:1][n:2]1[n:3][c:4]([NH2:7])[cH:5][cH:6]1.[CH3:8][N:9]([C:10](=[O:11])[c:12]1[n:13][cH:14][c:15]([O:18][c:19]2[cH:20][c:21]([C:29](=[O:30])[O:31][CH2:32][CH3:33])[cH:22][c:23]3[c:24]2[cH:25][c:26]([CH3:28])[o:27]3)[cH:16][n:17]1)[CH3:34]>>[CH3:1][n:2]1[n:3][c:4]([NH:7][C:29]([c:21]2[cH:20][c:19]([O:18][c:15]3[cH:14][n:13][c:12]([C:10]([N:9]([CH3:8])[CH3:34])=[O:11])[n:17][cH:16]3)[c:24]3[c:23]([cH:22]2)[o:27][c:26]([CH3:28])[cH:25]3)=[O:30])[cH:5][cH:6]1. Starting materials: ClC1=C(C=CC(=C1)Cl)C(CCC#N)C1=CNC2=C(C=CC=C12)CSC (4-(2,4-Dichlorophenyl)-4-{7-[(methylsulfanyl)methyl]-1H-indol-3-yl}butanonitrile), ClCCl (dichloromethane), ClC1=CC(=CC=C1)C(=O)OO (meta-chloroperbenzoic acid). Solvent: CO (methanol). Reaction conditions: time 8 hour. Yields the product ClC1=C(C=CC(=C1)Cl)C(CCC#N)C1=CNC2=C(C=CC=C12)CS(=O)C (4-(2,4-Dichlorophenyl)-4-{7-[(methylsulfinyl)methyl]-1H-indol-3-yl}butanonitrile). RXN SMILES: [Cl:1][C:2]1[CH:7]=[C:6]([Cl:8])[CH:5]=[CH:4][C:3]=1[CH:9]([C:14]1[C:22]2[C:17](=[C:18]([CH2:23][S:24][CH3:25])[CH:19]=[CH:20][CH:21]=2)[NH:16][CH:15]=1)[CH2:10][CH2:11][C:12]#[N:13].ClCCl.ClC1C=CC=C(C(OO)=[O:37])C=1>CO>[Cl:1][C:2]1[CH:7]=[C:6]([Cl:8])[CH:5]=[CH:4][C:3]=1[CH:9]([C:14]1[C:22]2[C:17](=[C:18]([CH2:23][S:24]([CH3:25])=[O:37])[CH:19]=[CH:20][CH:21]=2)[NH:16][CH:15]=1)[CH2:10][CH2:11][C:12]#[N:13]. Procedure details: 200 mg (0.51 mmol) of the compound from Example 41 were introduced into 30 ml of dichloromethane at 0° C., 127 mg (0.51 mmol) of 70% pure meta-chloroperbenzoic acid were added, and the mixture was stirred at RT overnight. 2 ml of methanol were added, and the residue after concentration was taken up in dichloromethane, washed twice with saturated aqueous sodium bicarbonate solution, water and saturated aqueous sodium chloride solution, and the organic phase was dried over magnesium sulfate, filte... Starting materials: ClC1=C(C=CC2=C1C(N(CC=1N2C=NC1C=1OC(=NN1)CN(CCC)CCC)C)=O)F (7-chloro-3-(5-dipropylaminomethyl-1,3,4-oxadiazol-2-yl)-8-fluoro-5-methyl-5,6-dihydro-4H-imidazo[1,5-a][1,4]benzodiazepin-6-one), Cl (hydrochloric acid). The solvent is CCOCC (ether), C(C)O (ethanol). Conditions: time 30 minute. Product: Cl.ClC1=C(C=CC2=C1C(N(CC=1N2C=NC1C=1OC(=NN1)CN(CCC)CCC)C)=O)F (7-chloro-3-(5-dipropylaminomethyl-1,3,4-oxadiazol-2-yl)-8-fluoro-5-methyl-5,6-dihydro-4H-imidazo[1,5-a][1,4]benzodiazepin-6-one hydrochloride). Yield: 1655.1%. Reaction SMILES: [Cl:1][C:2]1[C:7]2[C:8](=[O:30])[N:9]([CH3:29])[CH2:10][C:11]3[N:12]([CH:13]=[N:14][C:15]=3[C:16]3[O:17][C:18]([CH2:21][N:22]([CH2:26][CH2:27][CH3:28])[CH2:23][CH2:24][CH3:25])=[N:19][N:20]=3)[C:6]=2[CH:5]=[CH:4][C:3]=1[F:31].Cl>C(O)C.CCOCC>[ClH:1].[Cl:1][C:2]1[C:7]2[C:8](=[O:30])[N:9]([CH3:29])[CH2:10][C:11]3[N:12]([CH:13]=[N:14][C:15]=3[C:16]3[O:17][C:18]([CH2:21][N:22]([CH2:26][CH2:27][CH3:28])[CH2:23][CH2:24][CH3:25])=[N:19][N:20]=3)[C:6]=2[CH:5]=[CH:4][C:3]=1[F:31] |f:4.5|. Reported procedure: 0.094 g (0.21 mmol) of 7-chloro-3-(5-dipropylaminomethyl-1,3,4-oxadiazol-2-yl)-8-fluoro-5-methyl-5,6-dihydro-4H-imidazo[1,5-a][1,4]benzodiazepin-6-one in 10 ml of ethanol was treated with 0.06 ml (0.23 mmol) of 3.7N ethanolic hydrochloric acid. After stirring at 0° for 30 minutes the solution was completely freed from the solvents, whereupon the residue was suspended in 20 ml of ether and filtered off under suction. There were obtained 0.84 g (83%) of 7-chloro-3-(5-dipropylaminomethyl-1,3,4-oxad... The reactants are CO.ClCCl (methanol dichloromethane), BrC=1C=CC(=C(CN(CC)C2=CC=C(N=N2)C(=O)O)C1)OCCC (6-(N-[5-Bromo-2-propoxybenzyl]-N-ethylamino)pyridazine-3-carboxylic acid), example 18, 1-(3-dimethylaminopropyl)-3-ethyl-carbodiimide hydrochloride (EDAC),, CN(C)C1=NC=CC=C1 (dimethylaminopyridine), C(CC)S(=O)(=O)N (propanesulfonamide), CO.ClCCl (methanol dichloromethane). The reagents and catalysts are CN(C)C=1C=CN=CC1 (DMAP). The solvent is ClCCl (dichloromethane). Conditions: time 8 hour. Product: C(CC)NC(=O)C=1N=NC(=CC1)N(CC)CC1=C(C=CC(=C1)Br)OCCC (N-Propyl-6-(N-[5-bromo-2propoxybenzyl]-N-ethylamino)pyridazine-3-carboxamide). RXN SMILES: [Br:1][C:2]1[CH:3]=[CH:4][C:5]([O:21][CH2:22][CH2:23][CH3:24])=[C:6]([CH:20]=1)[CH2:7][N:8]([C:11]1[N:16]=[N:15][C:14]([C:17]([OH:19])=O)=[CH:13][CH:12]=1)[CH2:9][CH3:10].C[N:26]([C:28]1[CH:33]=[CH:32]C=CN=1)C.C(S(N)(=O)=O)CC.CO.ClCCl>ClCCl.CN(C1C=CN=CC=1)C>[CH2:28]([NH:26][C:17]([C:14]1[N:15]=[N:16][C:11]([N:8]([CH2:7][C:6]2[CH:20]=[C:2]([Br:1])[CH:3]=[CH:4][C:5]=2[O:21][CH2:22][CH2:23][CH3:24])[CH2:9][CH3:10])=[CH:12][CH:13]=1)=[O:19])[CH2:33][CH3:32] |f:3.4|. Procedure details: 6-(N-[5-Bromo-2-propoxybenzyl]-N-ethylamino)pyridazine-3-carboxylic acid (example 18)-(500 mg, 1.27 mmol) was dissolved in dichloromethane (50 ml), 1-(3-dimethylaminopropyl)-3-ethyl-carbodiimide hydrochloride (EDAC),(365mg, 2.07 mmol), dimethylaminopyridine, (DMAP) (465 mg, 3.81 mmol) and propanesulfonamide (190 mg, 1.54 mmol) was added. The mixture was stirred at ambient temperature under argon overnight, after which TLC (5% methanol/dichloromethane) suggested the reaction was complete. The rea... Starting materials: NC=1N=CC(=NC1)C=1C=C(C=CC1C)C1=NOC(C1=O)(C)C (3-(3-(5-Aminopyrazin-2-yl)-4-methylphenyl)-5,5-dimethylisoxazol-4-(5H)-one), O1C(=CC2=C1C=CC=C2)C(=O)O (benzofuran-2-carboxylic acid). Product: CC1(C(C(=NO1)C=1C=CC(=C(C1)C=1N=CC(=NC1)NC(=O)C=1OC2=C(C1)C=CC=C2)C)=O)C (N-(5-(5-(5,5-dimethyl-4-oxo-4,5-dihydroisoxazol-3-yl)-2-methylphenyl)pyrazin-2-yl)benzofuran-2-carboxamide). Reaction SMILES: [NH2:1][C:2]1[N:3]=[CH:4][C:5]([C:8]2[CH:9]=[C:10]([C:15]3[C:19](=[O:20])[C:18]([CH3:22])([CH3:21])[O:17][N:16]=3)[CH:11]=[CH:12][C:13]=2[CH3:14])=[N:6][CH:7]=1.[O:23]1[C:27]2[CH:28]=[CH:29][CH:30]=[CH:31][C:26]=2[CH:25]=[C:24]1[C:32](O)=[O:33]>>[CH3:21][C:18]1([CH3:22])[O:17][N:16]=[C:15]([C:10]2[CH:11]=[CH:12][C:13]([CH3:14])=[C:8]([C:5]3[N:6]=[CH:7][C:2]([NH:1][C:32]([C:24]4[O:23][C:27]5[CH:28]=[CH:29][CH:30]=[CH:31][C:26]=5[CH:25]=4)=[O:33])=[N:3][CH:4]=3)[CH:9]=2)[C:19]1=[O:20]. Procedure details: The title compound was prepared by following a procedure similar to that described in method B of Examples 97 to 118 by using Intermediate 1b and benzofuran-2-carboxylic acid. 1HNMR (400 MHz, CDCl3) δ 9.79 (s, 1H), 9.04 (s, 1H, D2O exchangeable), 8.50 (s, 1H), 8.21 (d, J=2.0 Hz, 1H), 8.09 (dd, J=8.0, 2.0 Hz, 1H), 7.74 (d, J=7.5 Hz, 1H), 7.70 (s, 1H), 7.59 (dd, J=8.5, 1.0 Hz, 1H), 7.51 (dt, J=7.5, 1.0 Hz, 1H), 7.43 (d, J=8.0 Hz, 1H), 7.36 (dt, J=8.0, 1.0 Hz, 1H), 2.48 (s, 3H), 1.47 (s, 6H); ESI-M... Reactants: C(C1=CC=CC=C1)OC(=O)N1C(=NC(C1)=O)NCC1=C(C=CC=C1)C(F)(F)F (4-oxo-2-(2-trifluoromethyl-benzylamino)-4,5-dihydro-imidazole-1-carboxylic acid benzyl ester), N1=CC=CC2=NC(=CC=C12)C=O (1,5-naphthyridine-6-carboxaldehyde), N1CCCCC1 (piperidine). Run in CC(C)O (iPrOH). Yields the product N1=C(C=CC2=NC=CC=C12)C=C1C(N=C(N1)NCC1=C(C=CC=C1)C(F)(F)F)=O (5-[1,5]naphthyridin-2-ylmethylene-2-(2-trifluoromethybenzylamino)-1,5-dihydro-imidazol-4-one), material. Yield: 16.2%. As a reaction SMILES: C(OC([N:11]1[CH2:15][C:14](=[O:16])[N:13]=[C:12]1[NH:17][CH2:18][C:19]1[CH:24]=[CH:23][CH:22]=[CH:21][C:20]=1[C:25]([F:28])([F:27])[F:26])=O)C1C=CC=CC=1.[N:29]1[C:38]2[C:33](=[N:34][C:35]([CH:39]=O)=[CH:36][CH:37]=2)[CH:32]=[CH:31][CH:30]=1.N1CCCCC1>CC(O)C>[N:34]1[C:33]2[C:38](=[N:29][CH:30]=[CH:31][CH:32]=2)[CH:37]=[CH:36][C:35]=1[CH:39]=[C:15]1[NH:11][C:12]([NH:17][CH2:18][C:19]2[CH:24]=[CH:23][CH:22]=[CH:21][C:20]=2[C:25]([F:26])([F:27])[F:28])=[N:13][C:14]1=[O:16]. Procedure: To a mixture of 4-oxo-2-(2-trifluoromethyl-benzylamino)-4,5-dihydro-imidazole-1-carboxylic acid benzyl ester (70.4 mg, 0.18 mmol), 1,5-naphthyridine-6-carboxaldehyde (28.7 mg, 0.18 mmol) and iPrOH (5.0 mL) in a 25-mL round bottom flask was added piperidine (0.05 mL) and the suspension was then heated under refluxing for 4 hrs to give a suspension. The reaction mixture was cooled to r.t. and the solid was collected by filtration, washed with MeOH and ether. The solid was then re-crystallized from... Reactants: C(#C)C=1C=C2C(CCC(C2=CC1)=O)(C)C (6-ethynyl-3,4-dihydro-4,4-dimethylnaphthalen-1(2H)-one), C(#C)C=1C=C2C(CCC(C2=CC1)=O)(C)C (6-ethynyl-3,4-dihydro-4,4-dimethylnaphthalen-1(2H)-one), BrC1=CC=C2C(CCC(C2=C1)=O)(C)C (7-bromo-3,4-dihydro-4,4-dimethylnaphthalen-1-one), BrC1=CC=C2C(CCC(C2=C1)=O)(C)C (7-bromo-3,4-dihydro-4,4-dimethylnaphthalen-1-one). Yields the product C(#C)C1=CC=C2C(CCC(C2=C1)=O)(C)C (7-Ethynyl-3,4-dihydro-4,4-dimethylnaphthalen-1(2H)-one). As a reaction SMILES: C([C:3]1[CH:4]=[C:5]2[C:10](=[CH:11][CH:12]=1)[C:9](=[O:13])[CH2:8][CH2:7][C:6]2([CH3:15])[CH3:14])#C.Br[C:17]1C=C2C(C(C)(C)CCC2=O)=C[CH:18]=1>>[C:17]([C:12]1[CH:11]=[C:10]2[C:5]([C:6]([CH3:14])([CH3:15])[CH2:7][CH2:8][C:9]2=[O:13])=[CH:4][CH:3]=1)#[CH:18]. Procedure: Employing the same general procedure as for the preparation of 6-ethynyl-3,4-dihydro-4,4-dimethylnaphthalen-1(2H)-one (Compound K), 7 g (27.6 mmol) of 7-bromo-3,4-dihydro-4,4-dimethylnaphthalen-1(2H)-one (Compound G) was converted into the title compound using 39 ml (36.6 mmol) of trimethylsilyl acetylene, 0.97 g (1.3 mmol) of bis(triphenylphosphine)palladium(II) chloride, 0.26 g (1.3 mmol) of cuprous iodide and 0.6 g (4.3 mmol) of K2CO3. Reactants: COC(C1=CC=C(C=C1)N1C=NC(=C1)C=1C(=NOC1C(F)(F)F)C1=CC=C(C=C1)F)=O (4-{4-[3-(4-fluoro-phenyl)-5-trifluoromethyl-isoxazol-4-yl]-imidazol-1-yl}-benzoic acid methyl ester), FC(CN)(F)F (2,2,2-trifluoroethylamine). Product: FC1=CC=C(C=C1)C1=NOC(=C1C=1N=CN(C1)C1=CC=C(C(=O)NCC(F)(F)F)C=C1)C(F)(F)F (4-{4-[3-(4-Fluoro-phenyl)-5-trifluoromethyl-isoxazol-4-yl]-imidazol-1-yl}-N-(2,2,2-trifluoro-ethyl)-benzamide). Yield: 87.0%. RXN SMILES: CO[C:3](=[O:31])[C:4]1[CH:9]=[CH:8][C:7]([N:10]2[CH:14]=[C:13]([C:15]3[C:16]([C:24]4[CH:29]=[CH:28][C:27]([F:30])=[CH:26][CH:25]=4)=[N:17][O:18][C:19]=3[C:20]([F:23])([F:22])[F:21])[N:12]=[CH:11]2)=[CH:6][CH:5]=1.[F:32][C:33]([F:37])([F:36])[CH2:34][NH2:35]>>[F:30][C:27]1[CH:26]=[CH:25][C:24]([C:16]2[C:15]([C:13]3[N:12]=[CH:11][N:10]([C:7]4[CH:8]=[CH:9][C:4]([C:3]([NH:35][CH2:34][C:33]([F:37])([F:36])[F:32])=[O:31])=[CH:5][CH:6]=4)[CH:14]=3)=[C:19]([C:20]([F:23])([F:21])[F:22])[O:18][N:17]=2)=[CH:29][CH:28]=1. Reported procedure: As described for Example 32, 4-{4-[3-(4-fluoro-phenyl)-5-trifluoromethyl-isoxazol-4-yl]-imidazol-1-yl}-benzoic acid methyl ester (100 mg, 0.23 mmol) was converted, using 2,2,2-trifluoroethylamine instead of cyclopropanemethylamine, to the title compound (100 mg, 87%) which was obtained as a white solid. MS: m/e=498.9 [M+H]+.